Dataset: the Open Reaction Database (ORD), a public repository of structured organic reaction records. Task: describe an organic reaction: reactants, conditions, products, and yield The reactants are C(C)(C)Br (isopropyl bromide), CCOCC (ether), NC1=C(C#N)C=CC=C1 (2-aminobenzonitrile), Cl (hydrochloric acid), [Mg] (magnesium), CCOCC (ether). Solvent: O1CCCC1 (tetrahydrofuran). Conditions: time 1 hour. Product: C(C)(C)C(=O)C1=C(N)C=CC=C1 (2-isopropylcarbonylaniline). As a reaction SMILES: [Mg].[CH:2](Br)([CH3:4])[CH3:3].[NH2:6][C:7]1[CH:14]=[CH:13][CH:12]=[CH:11][C:8]=1[C:9]#N.Cl.CC[O:18]CC>O1CCCC1>[CH:2]([C:9]([C:8]1[CH:11]=[CH:12][CH:13]=[CH:14][C:7]=1[NH2:6])=[O:18])([CH3:4])[CH3:3]. Procedure details: To a suspension of magnesium turnings (7.53 g) in dry ether (100 ml) was added dropwise a solution of isopropyl bromide (36.87 g) in dry ether (50 ml) at reflux temperature for 1 hour. The mixture was heated at the same temperature for 1 hour and then allowed to cool to 5˜10° C. in an ice bath. To the mixture was added dropwise a solution of 2-aminobenzonitrile (11.81 g) in dry tetrahydrofuran (100 ml) at the same temperature for 1 hour. The mixture was stirred additionally 1 hour and then heate... The reactants are CCN1C(=O)C(N)CN(C(C)=O)c2ccccc21, CC(C)(C(=O)O)C(=O)NCC(F)(F)C(F)(F)F. The product is CCN1C(=O)C(NC(=O)C(C)(C)C(=O)NCC(F)(F)C(F)(F)F)CN(C(C)=O)c2ccccc21. Reaction SMILES: [C:1]([CH3:2])(=[O:3])[N:4]1[c:5]2[c:6]([cH:15][cH:16][cH:17][cH:18]2)[N:7]([CH2:13][CH3:14])[C:8](=[O:12])[CH:9]([NH2:11])[CH2:10]1.[CH3:19][C:20]([C:21](=[O:22])[OH:23])([C:24](=[O:25])[NH:26][CH2:27][C:28]([C:29]([F:30])([F:31])[F:32])([F:33])[F:34])[CH3:35]>>[C:1]([CH3:2])(=[O:3])[N:4]1[c:5]2[c:6]([cH:15][cH:16][cH:17][cH:18]2)[N:7]([CH2:13][CH3:14])[C:8](=[O:12])[CH:9]([NH:11][C:21]([C:20]([CH3:19])([C:24](=[O:25])[NH:26][CH2:27][C:28]([C:29]([F:30])([F:31])[F:32])([F:33])[F:34])[CH3:35])=[O:22])[CH2:10]1. Reactants: CN(C)CCOC(=O)C(CCC(=O)Nc1ncccc1-c1cc(Cc2ccc(COc3ccccn3)cc2)no1)NC(=O)OC(C)(C)C, ClCCl, O=C(O)C(F)(F)F. The product is CN(C)CCOC(=O)C(N)CCC(=O)Nc1ncccc1-c1cc(Cc2ccc(COc3ccccn3)cc2)no1. Reaction SMILES: [CH3:1][N:2]([CH2:3][CH2:4][O:5][C:6]([CH:7]([CH2:8][CH2:9][C:10]([NH:11][c:12]1[n:13][cH:14][cH:15][cH:16][c:17]1-[c:18]1[cH:19][c:20]([CH2:23][c:24]2[cH:25][cH:26][c:27]([CH2:30][O:31][c:32]3[n:33][cH:34][cH:35][cH:36][cH:37]3)[cH:28][cH:29]2)[n:21][o:22]1)=[O:38])[NH:39][C:40]([O:41][C:42]([CH3:43])([CH3:44])[CH3:45])=[O:46])=[O:47])[CH3:48].[Cl:56][CH2:57][Cl:58].[OH:49][C:50]([C:51]([F:52])([F:53])[F:54])=[O:55]>>[CH3:1][N:2]([CH2:3][CH2:4][O:5][C:6]([CH:7]([CH2:8][CH2:9][C:10]([NH:11][c:12]1[n:13][cH:14][cH:15][cH:16][c:17]1-[c:18]1[cH:19][c:20]([CH2:23][c:24]2[cH:25][cH:26][c:27]([CH2:30][O:31][c:32]3[n:33][cH:34][cH:35][cH:36][cH:37]3)[cH:28][cH:29]2)[n:21][o:22]1)=[O:38])[NH2:39])=[O:47])[CH3:48]. The reactants are ClC1=CC(=NC=N1)C(=O)OCC (ethyl 6-chloropyrimidine-4-carboxylate), Cl (HCl), NC=1C=C2CC3(C(NC4=NC=CC=C43)=O)CC2=CC1 (5-amino-1,3-dihydrospiro[indene-2,3′-pyrrolo[2,3-b]pyridin]-2′(1′H)-one). Solvent: CC(C)O (2-propanol). The product is O=C1C2(C=3C(=NC=CC3)N1)CC1=CC=C(C=C1C2)NC2=CC(=NC=N2)C(=O)OCC (ethyl 6-(2′-oxo-1,1′,2′,3-tetrahydrospiro[indene-2,3′-pyrrolo[2,3-b]pyridin]-5-ylamino)pyrimidine-4-carboxylate). As a reaction SMILES: Cl[C:2]1[N:7]=[CH:6][N:5]=[C:4]([C:8]([O:10][CH2:11][CH3:12])=[O:9])[CH:3]=1.Cl.[NH2:14][C:15]1[CH:16]=[C:17]2[C:30](=[CH:31][CH:32]=1)[CH2:29][C:19]1([C:27]3[C:22](=[N:23][CH:24]=[CH:25][CH:26]=3)[NH:21][C:20]1=[O:28])[CH2:18]2>CC(O)C>[O:28]=[C:20]1[NH:21][C:22]2=[N:23][CH:24]=[CH:25][CH:26]=[C:27]2[C:19]21[CH2:18][C:17]1[C:30](=[CH:31][CH:32]=[C:15]([NH:14][C:2]3[N:7]=[CH:6][N:5]=[C:4]([C:8]([O:10][CH2:11][CH3:12])=[O:9])[CH:3]=3)[CH:16]=1)[CH2:29]2. Procedure details: 0.10 g (0.55 mmol) ethyl 6-chloropyrimidine-4-carboxylate and 13 μL (50 μmol) 4M HCl were added to 0.16 g (0.60 mmol) 5-amino-1,3-dihydrospiro[indene-2,3′-pyrrolo[2,3-b]pyridin]-2′(1′H)-one in 1.0 mL 2-propanol. The reaction mixture was refluxed for 2 h, then cooled to RT and the resulting solid was filtered off and dried. Starting materials: ice, [BH4-].[Na+] (sodium borohydride), ClC=1C=CC=2C3=C(N(C2C1)C)C(N(N=C3C(=O)OCC)C3=CC=CC=C3)=O (ethyl 7-chloro-5-methyl-4-oxo-3-phenyl-3,5-dihydro-4H-pyridazino[4,5-b]-indole-1-carboxylate), CO (methanol). Run in O1CCCC1 (tetrahydrofuran). Yields the product ClC=1C=CC=2C3=C(N(C2C1)C)C(N(N=C3CO)C3=CC=CC=C3)=O (7-Chloro-1-(hydroxymethyl)-5-methyl-3-phenyl-3,5-dihydro-4H-pyridazino[4,5-b]indol-4-one). Yield: 91.5%. Reaction SMILES: [BH4-].[Na+].[Cl:3][C:4]1[CH:5]=[CH:6][C:7]2[C:8]3[C:17]([C:18](OCC)=[O:19])=[N:16][N:15]([C:23]4[CH:28]=[CH:27][CH:26]=[CH:25][CH:24]=4)[C:14](=[O:29])[C:9]=3[N:10]([CH3:13])[C:11]=2[CH:12]=1.CO>O1CCCC1>[Cl:3][C:4]1[CH:5]=[CH:6][C:7]2[C:8]3[C:17]([CH2:18][OH:19])=[N:16][N:15]([C:23]4[CH:24]=[CH:25][CH:26]=[CH:27][CH:28]=4)[C:14](=[O:29])[C:9]=3[N:10]([CH3:13])[C:11]=2[CH:12]=1 |f:0.1|. Procedure details: 2.5 g (66.1 mmol) of sodium borohydride are added to a solution of 4.04 g (10.6 mmol) of ethyl 7-chloro-5-methyl-4-oxo-3-phenyl-3,5-dihydro-4H-pyridazino[4,5-b]-indole-1-carboxylate in 150 ml of tetrahydrofuran. 2.25 ml of methanol are gradually added, with stirring, and then the mixture is heated at reflux for 5 hours. The mixture is poured onto an ice-cold 1 M hydrochloric acid solution and an insoluble product is separated by filtration on sintered glass, which product is washed with water an... Reactants: COC(C)(C)C, CN(C)CC1(c2ccc(O)cc2)CCOCC1, CS(=O)(=O)OC1CCN(C2CCCC2)CC1, [H-], [Na+], [Na+], CN(C)C=O, [OH-], O. Yields the product CN(C)CC1(c2ccc(OC3CCN(C4CCCC4)CC3)cc2)CCOCC1. Reaction SMILES: [C:41]([O:42][CH3:43])([CH3:44])([CH3:45])[CH3:46].[CH3:1][N:2]([CH3:3])[CH2:4][C:5]1([c:11]2[cH:12][cH:13][c:14]([OH:17])[cH:15][cH:16]2)[CH2:6][CH2:7][O:8][CH2:9][CH2:10]1.[CH:20]1([N:25]2[CH2:26][CH2:27][CH:28]([O:31][S:32]([CH3:33])(=[O:34])=[O:35])[CH2:29][CH2:30]2)[CH2:21][CH2:22][CH2:23][CH2:24]1.[H-:19].[Na+:18].[Na+:49].[O:36]=[CH:37][N:38]([CH3:39])[CH3:40].[OH-:48].[OH2:47]>>[CH3:1][N:2]([CH3:3])[CH2:4][C:5]1([c:11]2[cH:12][cH:13][c:14]([O:17][CH:28]3[CH2:27][CH2:26][N:25]([CH:20]4[CH2:21][CH2:22][CH2:23][CH2:24]4)[CH2:30][CH2:29]3)[cH:15][cH:16]2)[CH2:6][CH2:7][O:8][CH2:9][CH2:10]1. Reactants: COCCN(C)CC1=CC2=C(CN(CC2)C(C2=CC=C(C=C2)C(C2=CC=CC=C2)=O)=O)O1 (N-(2-Methoxyethyl)-N-methyl-[6-(4-benzoylbenzoyl)-4,5,6,7-tetrahydrofuro[2,3-c]pyridin-2-ylmethyl]amine), Cl (hydrogen chloride). Solvent: CO (methanol), CO (methanol). Product: Cl.COCCN(C)CC1=CC2=C(CN(CC2)C(C2=CC=C(C=C2)C(C2=CC=CC=C2)=O)=O)O1 (N-(2-methoxyethyl)-N-methyl-[6-(4-benzoylbenzoyl)-4,5,6,7-tetrahydrofuro[2,3-c]pyridin-2-ylmethyl]amine hydrochloride). As a reaction SMILES: [CH3:1][O:2][CH2:3][CH2:4][N:5]([CH2:7][C:8]1[O:32][C:11]2[CH2:12][N:13]([C:16](=[O:31])[C:17]3[CH:22]=[CH:21][C:20]([C:23](=[O:30])[C:24]4[CH:29]=[CH:28][CH:27]=[CH:26][CH:25]=4)=[CH:19][CH:18]=3)[CH2:14][CH2:15][C:10]=2[CH:9]=1)[CH3:6].[ClH:33]>CO>[ClH:33].[CH3:1][O:2][CH2:3][CH2:4][N:5]([CH2:7][C:8]1[O:32][C:11]2[CH2:12][N:13]([C:16](=[O:31])[C:17]3[CH:22]=[CH:21][C:20]([C:23](=[O:30])[C:24]4[CH:29]=[CH:28][CH:27]=[CH:26][CH:25]=4)=[CH:19][CH:18]=3)[CH2:14][CH2:15][C:10]=2[CH:9]=1)[CH3:6] |f:3.4|. Reported procedure: N-(2-Methoxyethyl)-N-methyl-[6-(4-benzoylbenzoyl)-4,5,6,7-tetrahydrofuro[2,3-c]pyridin-2-ylmethyl]amine 0.322 g was dissolved in 2 ml of methanol; hydrogen chloride in methanol was added in excess, followed by stirring. The resulting mixture was then concentrated to yield the desired product.